From a dataset of the Open Reaction Database (ORD), a public repository of structured organic reaction records. describe an organic reaction: reactants, conditions, products, and yield Starting materials: C(=O)C1=CC=C(C(=O)NC2=CC=C(C=C2)C(F)(F)F)C=C1 (4-formyl-4′-(trifluoromethyl)benzanilide), FC1=C(C=CC(=C1)F)[C@@](CN1N=CN=C1)([C@@H](C)SC(CO)CO)O ((2R,3R)-2-(2,4-difluorophenyl)-3-[[1-(hydroxymethyl)-2-hydroxyethyl]thio]-1-(1H-1,2,4-triazol-1-yl)-2-butanol), O.C1(=CC=C(C=C1)S(=O)(=O)O)C (p-toluenesulfonic acid monohydrate). Product: FC1=C(C=CC(=C1)F)[C@]([C@@H](C)S[C@H]1CO[C@@H](OC1)C1=CC=C(C(=O)NC2=CC=C(C=C2)C(F)(F)F)C=C1)(CN1N=CN=C1)O (4-[trans-5-[[(1R,2R)-2-(2,4-Difluorophenyl)-2-hydroxy-1-methyl-3-(1H-1,2,4-triazol-1-yl)propyl]thio]-1,3-dioxan-2-yl]-4′-(trifluoromethyl)benzanilide). Isolated yield 46.6%. RXN SMILES: [CH:1]([C:3]1[CH:21]=[CH:20][C:6]([C:7]([NH:9][C:10]2[CH:15]=[CH:14][C:13]([C:16]([F:19])([F:18])[F:17])=[CH:12][CH:11]=2)=[O:8])=[CH:5][CH:4]=1)=[O:2].[F:22][C:23]1[CH:28]=[C:27]([F:29])[CH:26]=[CH:25][C:24]=1[C@:30]([OH:45])([C@H:37]([S:39][CH:40]([CH2:43]O)[CH2:41][OH:42])[CH3:38])[CH2:31][N:32]1[CH:36]=[N:35][CH:34]=[N:33]1.O.C1(C)C=CC(S(O)(=O)=O)=CC=1>>[F:22][C:23]1[CH:28]=[C:27]([F:29])[CH:26]=[CH:25][C:24]=1[C@@:30]([OH:45])([CH2:31][N:32]1[CH:36]=[N:35][CH:34]=[N:33]1)[C@H:37]([S:39][C@@H:40]1[CH2:41][O:42][C@@H:1]([C:3]2[CH:4]=[CH:5][C:6]([C:7]([NH:9][C:10]3[CH:15]=[CH:14][C:13]([C:16]([F:18])([F:17])[F:19])=[CH:12][CH:11]=3)=[O:8])=[CH:20][CH:21]=2)[O:2][CH2:43]1)[CH3:38] |f:2.3|. Reported procedure: In the same manner as that described in Example 3(3), a reaction was carried out using 4-formyl-4′-(trifluoromethyl)benzanilide (300 mg, 1.0 mmol), (2R,3R)-2-(2,4-difluorophenyl)-3-[[1-(hydroxymethyl)-2-hydroxyethyl]thio]-1-(1H-1,2,4-triazol-1-yl)-2-butanol (334 mg, 0.93 mmol) and p-toluenesulfonic acid monohydrate (318 mg, 1.7 mmol) and the reaction mixture was treated according to a similar procedure to that described in Example 3(3) to give the trans isomer of the title compound (275 mg, yiel...